From a dataset of the Open Reaction Database (ORD), a public repository of structured organic reaction records. describe an organic reaction: reactants, conditions, products, and yield Starting materials: C(CCCCCCCC=CCCCCCCCC)OC(CN(C)C)COCCCCCCCCC=CCCCCCCCC ((2,3-bis-octadec-9-enyloxypropyl)-dimethylamine), O=C(CCOC(CCCCBr)=O)CCC(CCC(C)=O)=O (5-Bromopentanoic acid 3,6,9-trioxodecyl ester). Solvent: CC(=O)C (acetone). Conditions: temperature 80 celsius, time 24 hour. Yields the product [Br-].C(CCCCCCCC=CCCCCCCCC)OC(C[N+](C)(C)CCCCC(=O)OCCC(CCC(CCC(C)=O)=O)=O)COCCCCCCCCC=CCCCCCCCC ((2,3-Bis-octadec-9-enyloxypropyl)-(3,6,9-trioxodecyloxycarbonylbutyl)-dimethylammonium bromide). Yield: 38.9%. Reaction SMILES: [CH2:1]([O:19][CH:20]([CH2:25][O:26][CH2:27][CH2:28][CH2:29][CH2:30][CH2:31][CH2:32][CH2:33][CH2:34][CH:35]=[CH:36][CH2:37][CH2:38][CH2:39][CH2:40][CH2:41][CH2:42][CH2:43][CH3:44])[CH2:21][N:22]([CH3:24])[CH3:23])[CH2:2][CH2:3][CH2:4][CH2:5][CH2:6][CH2:7][CH2:8][CH:9]=[CH:10][CH2:11][CH2:12][CH2:13][CH2:14][CH2:15][CH2:16][CH2:17][CH3:18].[O:45]=[C:46]([CH2:57][CH2:58][C:59](=[O:65])[CH2:60][CH2:61][C:62](=[O:64])[CH3:63])[CH2:47][CH2:48][O:49][C:50](=[O:56])[CH2:51][CH2:52][CH2:53][CH2:54][Br:55]>CC(C)=O>[Br-:55].[CH2:1]([O:19][CH:20]([CH2:25][O:26][CH2:27][CH2:28][CH2:29][CH2:30][CH2:31][CH2:32][CH2:33][CH2:34][CH:35]=[CH:36][CH2:37][CH2:38][CH2:39][CH2:40][CH2:41][CH2:42][CH2:43][CH3:44])[CH2:21][N+:22]([CH2:54][CH2:53][CH2:52][CH2:51][C:50]([O:49][CH2:48][CH2:47][C:46](=[O:45])[CH2:57][CH2:58][C:59](=[O:65])[CH2:60][CH2:61][C:62](=[O:64])[CH3:63])=[O:56])([CH3:24])[CH3:23])[CH2:2][CH2:3][CH2:4][CH2:5][CH2:6][CH2:7][CH2:8][CH:9]=[CH:10][CH2:11][CH2:12][CH2:13][CH2:14][CH2:15][CH2:16][CH2:17][CH3:18] |f:3.4|. Procedure details: A mixture of 4 (430 mg, 0.69 mmol) and 6 (252 mg, 0.8 mmol) in acetone (5 ml) was stirred in a sealed-tube at RT for 24 h and than at 80° C. for another 24 h. After cooling, the solvent was evaporated in vacuo. Purification by flash chromatography on silica (10% methanol in dichloromethane) gave ME53 as an orange oil (264 mg, 44%). Starting materials: BrC=1C=C(C(=C(C1)C(C)=O)O)C(C)(C)C (1-(5-bromo-3-(tert-butyl)-2-hydroxyphenyl)ethanone), CC(=O)[O-].[Na+] (NaOAc), NO.Cl (NH2OH.HCl). Solvent: CCO (EtOH). Yields the product BrC=1C=C(C(=C(C1)C(C)=NO)O)C(C)(C)C (1-(5-Bromo-3-(tert-butyl)-2-hydroxyphenyl)ethanone oxime). Reaction SMILES: [Br:1][C:2]1[CH:3]=[C:4]([C:12]([CH3:15])([CH3:14])[CH3:13])[C:5]([OH:11])=[C:6]([C:8](=O)[CH3:9])[CH:7]=1.CC([O-])=O.[Na+].[NH2:21][OH:22].Cl>CCO>[Br:1][C:2]1[CH:3]=[C:4]([C:12]([CH3:15])([CH3:14])[CH3:13])[C:5]([OH:11])=[C:6]([C:8](=[N:21][OH:22])[CH3:9])[CH:7]=1 |f:1.2,3.4|. Procedure details: A mixture of 1-(5-bromo-3-(tert-butyl)-2-hydroxyphenyl)ethanone (0.5 g, 1.8 mmol), NaOAc (246 mg, 3.0 mmol) and NH2OH.HCl (187 mg, 2.7 mmol) in EtOH (10 mL) was heated at reflux for 3 h, concentrated and the obtained solid was washed with water to give compound P8a (0.5 g, 97%) as solid. Starting materials: COC(=O)C1CC(C#N)(c2ccc(OC(F)F)c(OC3CCCC3)c2)CCC1=O, CS(C)=O, [Cl-], [Na+], O. The product is N#CC1(c2ccc(OC(F)F)c(OC3CCCC3)c2)CCC(=O)CC1. RXN SMILES: [C:1]([O:2][CH3:3])(=[O:4])[CH:5]1[C:6](=[O:29])[CH2:7][CH2:8][C:9]([c:11]2[cH:12][c:13]([O:21][CH:22]3[CH2:23][CH2:24][CH2:25][CH2:26]3)[c:14]([O:17][CH:18]([F:19])[F:20])[cH:15][cH:16]2)([C:27]#[N:28])[CH2:10]1.[CH3:30][S:31](=[O:32])[CH3:33].[Cl-:35].[Na+:34].[OH2:36]>>[CH2:5]1[C:6](=[O:29])[CH2:7][CH2:8][C:9]([c:11]2[cH:12][c:13]([O:21][CH:22]3[CH2:23][CH2:24][CH2:25][CH2:26]3)[c:14]([O:17][CH:18]([F:19])[F:20])[cH:15][cH:16]2)([C:27]#[N:28])[CH2:10]1. Yields the product COC=1C=C(C=CC1OC)CCNC(C(O)C1=CC=CC=C1)=O (N-[2-(3,4-Dimethoxyphenyl)ethyl]-mandelic acid amide). Reported procedure: 33.2 g (0.2 Mol) of methyl mandelate and 72 g (0.4 Mol) of 2-(3,4-dimethoxyphenyl)-ethylamine are heated to 160-165° C. under an N2 atmosphere with stirring, for 5 hours using a descending condenser (to remove the methanol released). The cooled residue is dissolved in 300 ml of ethyl acetate, washed twice with 100 ml of 2N HCl, once with saturated NaHCO3 solution and saturated NaCl solution, dried over MgSO4 and distilled off from the solvent. Starting materials: C(C(O)C1=CC=CC=C1)(=O)OC (methyl mandelate), COC=1C=C(C=CC1OC)CCN (2-(3,4-dimethoxyphenyl)-ethylamine). RXN SMILES: [C:1]([O:11]C)(=O)[CH:2]([C:4]1[CH:9]=[CH:8][CH:7]=[CH:6][CH:5]=1)[OH:3].[CH3:13][O:14][C:15]1[CH:16]=[C:17]([CH2:23][CH2:24][NH2:25])[CH:18]=[CH:19][C:20]=1[O:21][CH3:22]>>[CH3:13][O:14][C:15]1[CH:16]=[C:17]([CH2:23][CH2:24][NH:25][C:1](=[O:11])[CH:2]([C:4]2[CH:5]=[CH:6][CH:7]=[CH:8][CH:9]=2)[OH:3])[CH:18]=[CH:19][C:20]=1[O:21][CH3:22]. Conditions: time 5 hour. The reactants are BrC1=CC(=C(S1)Cl)C(=O)O (5-bromo-2-chlorothiophene-3-carboxylic acid), CSC.B (borane dimethylsulfide), CO (MeOH), O (H2O). The solvent is C1CCOC1 (THF). Reaction conditions: temperature 0 celsius, time 45 minute. Yields the product BrC1=CC(=C(S1)Cl)CO ((5-bromo-2-chlorothiophen-3-yl)methanol). The yield is 99.3%. Reaction SMILES: [Br:1][C:2]1[S:6][C:5]([Cl:7])=[C:4]([C:8](O)=[O:9])[CH:3]=1.CSC.B.CO.O>C1COCC1>[Br:1][C:2]1[S:6][C:5]([Cl:7])=[C:4]([CH2:8][OH:9])[CH:3]=1 |f:1.2|. Procedure details: To a solution of acid 1 (3.0 g, 12.4 mmol) in THF (50 mL) were added borane dimethylsulfide complex (10M in THF, 3.2 mL, 31.1 mmol) at 0° C. The mixture was stirred at 0° C. for 15 min, at room temperature for 45 min, and at 65° C. for 2 hours. The reaction mixture was cooled to 0° C. To the mixture were added MeOH (30 mL), H2O (250 mL) dropwise at 0° C. The mixture was extracted with EtOAc (100 mL). The organic layer was dried over MgSO4, filtered, and concentrated in vacuo to obtain the title ... Starting materials: FC1=CC(=C(C(=O)N2[C@@H]([C@@H](CCC2)C)CN2C(C3=CC=CC=C3C2=O)=O)C=C1F)I (2-(((2S,3R)-1-(4,5-difluoro-2-iodobenzoyl)-3-methylpiperidin-2-yl)methyl)isoindoline-1,3-dione), C(CCC)[Sn](C1=NC=CC=N1)(CCCC)CCCC (2-(tributylstannyl)pyrimidine), [F-].[Cs+] (CsF). The reagents and catalysts are [Cu]I (CuI), C=1C=CC(=CC1)[P](C=2C=CC=CC2)(C=3C=CC=CC3)[Pd]([P](C=4C=CC=CC4)(C=5C=CC=CC5)C=6C=CC=CC6)([P](C=7C=CC=CC7)(C=8C=CC=CC8)C=9C=CC=CC9)[P](C=1C=CC=CC1)(C=1C=CC=CC1)C=1C=CC=CC1 (Pd(PPh3)4). The solvent is CN(C)C=O (DMF). Run at temperature 100 celsius. Yields the product FC1=CC(=C(C(=O)N2[C@@H]([C@@H](CCC2)C)CN2C(C3=CC=CC=C3C2=O)=O)C=C1F)C1=NC=CC=N1 (2-(((2S,3R)-1-(4,5-Difluoro-2-(pyrimidin-2-yl)benzoyl)-3-methylpiperidin-2-yl)methyl)isoindoline-1,3-dione). RXN SMILES: [F:1][C:2]1[C:28]([F:29])=[CH:27][C:5]([C:6]([N:8]2[CH2:13][CH2:12][CH2:11][C@@H:10]([CH3:14])[C@H:9]2[CH2:15][N:16]2[C:24](=[O:25])[C:23]3[C:18](=[CH:19][CH:20]=[CH:21][CH:22]=3)[C:17]2=[O:26])=[O:7])=[C:4](I)[CH:3]=1.C([Sn](CCCC)(CCCC)[C:36]1[N:41]=[CH:40][CH:39]=[CH:38][N:37]=1)CCC.[F-].[Cs+]>CN(C=O)C.[Cu]I.C1C=CC([P]([Pd]([P](C2C=CC=CC=2)(C2C=CC=CC=2)C2C=CC=CC=2)([P](C2C=CC=CC=2)(C2C=CC=CC=2)C2C=CC=CC=2)[P](C2C=CC=CC=2)(C2C=CC=CC=2)C2C=CC=CC=2)(C2C=CC=CC=2)C2C=CC=CC=2)=CC=1>[F:1][C:2]1[C:28]([F:29])=[CH:27][C:5]([C:6]([N:8]2[CH2:13][CH2:12][CH2:11][C@@H:10]([CH3:14])[C@H:9]2[CH2:15][N:16]2[C:24](=[O:25])[C:23]3[C:18](=[CH:19][CH:20]=[CH:21][CH:22]=3)[C:17]2=[O:26])=[O:7])=[C:4]([C:36]2[N:41]=[CH:40][CH:39]=[CH:38][N:37]=2)[CH:3]=1 |f:2.3,^1:62,64,83,102|. Procedure details: A mixture of 2-(((2S,3R)-1-(4,5-difluoro-2-iodobenzoyl)-3-methylpiperidin-2-yl)methyl)isoindoline-1,3-dione (0.738 g, 1.409 mmol), 2-(tributylstannyl)pyrimidine (0.52, 1.409 mmol), CsF (0.43 g, 2.818 mmol), CuI (0.027 g, 0.14 mmol) and Pd(PPh3)4 (0.16 g, 0.14 mmol) in DMF (15 mL) was degassed and heated at 100° C. for 16 h. The solvent was removed in vacuo to obtain the crude which was purified by silica gel chromatography (0˜100% EtOAc/hexanes) to yield the title compound as a white solid. MS (... Reactants: C(N)(=O)C1=C(C=CC=C1)C1CN(CC1)C(=O)OC(C)(C)C (Tert-butyl 3-(2-carbamoylphenyl)pyrrolidine-1-carboxylate), Cl (HCl). Solvent: CCO (EtOH), C(C)O (ethanol). Run at time 20 hour. Yields the product N1CC(CC1)C1=C(C(=O)N)C=CC=C1 (2-(pyrrolidin-3-yl)benzamide). Reaction SMILES: [C:1]([C:4]1[CH:9]=[CH:8][CH:7]=[CH:6][C:5]=1[CH:10]1[CH2:14][CH2:13][N:12](C(OC(C)(C)C)=O)[CH2:11]1)(=[O:3])[NH2:2].Cl>C(O)C>[NH:12]1[CH2:13][CH2:14][CH:10]([C:5]2[CH:6]=[CH:7][CH:8]=[CH:9][C:4]=2[C:1]([NH2:2])=[O:3])[CH2:11]1. Procedure: Tert-butyl 3-(2-carbamoylphenyl)pyrrolidine-1-carboxylate, enantiomer 1 a1-5 (2.5 g, 8.61 mmol, 1 eq) is dissolved in ethanol (100 ml). A saturated solution of HCl in EtOH is added (10 ml). The reaction mixture is stirred for 20 h and evaporated to dryness to afford 1.64 g of 2-(pyrrolidin-3-yl)benzamide, enantiomer 1 a1-8 which is used in the next step without any further purification.